This data is from the Open Reaction Database (ORD), a public repository of structured organic reaction records. The task is: describe an organic reaction: reactants, conditions, products, and yield Reactants: NN1N=NN=C1S (1-amino-5-mercapto-1H-tetrazole), C(C1=CC=CC=C1)=O (benzaldehyde). The solvent is C(C)O (ethanol). Conditions: time 4 hour. The product is C(C1=CC=CC=C1)=NN1N=NN=C1S (1-benzylideneamino-5-mercapto-1H-tetrazole). Yield: 689.4%. Reaction SMILES: [NH2:1][N:2]1[C:6]([SH:7])=[N:5][N:4]=[N:3]1.[CH:8](=O)[C:9]1[CH:14]=[CH:13][CH:12]=[CH:11][CH:10]=1>C(O)C>[CH:8](=[N:1][N:2]1[C:6]([SH:7])=[N:5][N:4]=[N:3]1)[C:9]1[CH:14]=[CH:13][CH:12]=[CH:11][CH:10]=1. Procedure details: 7.0 g of 1-amino-5-mercapto-1H-tetrazole and 0.6 g of benzaldehyde were dissolved in 120 ml of ethanol, and the solution was stirred at room temperature for 4 hours. After the reaction, the solution was evaporated to remove solvent. The residue was dissolved in 50 ml of ethyl acetate. The ethyl acetate solution was washed with water, dried and evaporated to remove solvent. Then, isopropyl ether was added to the residue obtained, and the crystalline precipitates were collected by filtration. 8.0 ... Reactants: CCCCc1nc2cc(F)cc(F)c2n1Cc1ccc(-c2ccccc2C(=O)OC(C)(C)C)cc1, ClCCl, O=C(O)C(F)(F)F. The product is CCCCc1nc2cc(F)cc(F)c2n1Cc1ccc(-c2ccccc2C(=O)O)cc1. As a reaction SMILES: [CH2:1]([CH2:2][CH2:3][CH3:4])[c:5]1[n:6][c:7]2[c:8]([n:9]1[CH2:10][c:11]1[cH:12][cH:13][c:14](-[c:17]3[c:18]([C:23](=[O:24])[O:25][C:26]([CH3:27])([CH3:28])[CH3:29])[cH:19][cH:20][cH:21][cH:22]3)[cH:15][cH:16]1)[c:30]([F:35])[cH:31][c:32]([F:34])[cH:33]2.[CH2:43]([Cl:44])[Cl:45].[OH:36][C:37]([C:38]([F:39])([F:40])[F:41])=[O:42]>>[CH2:1]([CH2:2][CH2:3][CH3:4])[c:5]1[n:6][c:7]2[c:8]([n:9]1[CH2:10][c:11]1[cH:12][cH:13][c:14](-[c:17]3[c:18]([C:23](=[O:24])[OH:25])[cH:19][cH:20][cH:21][cH:22]3)[cH:15][cH:16]1)[c:30]([F:35])[cH:31][c:32]([F:34])[cH:33]2. Reported procedure: Dissolve N,N-dimethylethanolamine (70.45 mmol) in hexane (90 mL) at 0° C., add 2.5M n-butyl lithium in hexane (140.9 mmol,) and stir for 30 min at this temperature. Add a solution of 3-picoline (35.23 mmol) in hexane (10 mL) and continue stirring at 0° C. for 1 h. Cool the resulting mixture to −78° C., add acetaldehyde (70.45 mmol) and continue stirring at −78° C. for 1 h. Dilute with water, warm to ambient temperature, extract three times with EtOAc, dry over anhydrous Na2SO4, and concentrate i... Reactants: N1=CC(=CC=C1)C (3-picoline), CN(CCO)C (N,N-dimethylethanolamine), C(C)=O (acetaldehyde), C(CCC)[Li] (n-butyl lithium). The solvent is CCCCCC (hexane), O (water), CCCCCC (hexane), CCCCCC (hexane). Reaction conditions: temperature -78 celsius, time 30 minute. Reaction SMILES: CN(C)[CH2:3][CH2:4][OH:5].C([Li])CCC.[N:12]1[CH:17]=[CH:16][CH:15]=[C:14]([CH3:18])[CH:13]=1.C(=O)C>CCCCCC.O>[CH3:18][C:14]1[C:13]([CH:4]([OH:5])[CH3:3])=[N:12][CH:17]=[CH:16][CH:15]=1. The product is CC=1C(=NC=CC1)C(C)O ((±)-1-(3-Methyl-pyridin-2-yl)ethanol). The reactants are CC(=NOC(C)(C)C)c1cnc(NC(=O)C(C)(C)C)cn1, CCOC(C)=O, NN, C1COCCO1, O. Yields the product CC(=NOC(C)(C)C)c1cnc(N)cn1. As a reaction SMILES: [C:1]([CH3:2])([CH3:3])([CH3:4])[O:5][N:6]=[C:7]([CH3:8])[c:9]1[n:10][cH:11][c:12]([NH:15][C:16](=[O:17])[C:18]([CH3:19])([CH3:20])[CH3:21])[n:13][cH:14]1.[CH3:31][CH2:32][O:33][C:34](=[O:35])[CH3:36].[NH2:29][NH2:30].[O:22]1[CH2:23][CH2:24][O:25][CH2:26][CH2:27]1.[OH2:28]>>[C:1]([CH3:2])([CH3:3])([CH3:4])[O:5][N:6]=[C:7]([CH3:8])[c:9]1[n:10][cH:11][c:12]([NH2:15])[n:13][cH:14]1. Starting materials: C(C)(=O)OCC (Ethyl acetate), C([O-])([O-])=O.[Na+].[Na+] (sodium carbonate), BrC1=CC=C(C=C1)CS(=O)(=O)NC (1-(4-bromophenyl)-N-methylmethanesulfonamide), CC1(OB(OC1(C)C)C1=CC=C(OCC2=C(C(=O)OC(C)(C)C)C=C(C=C2)C(F)(F)F)C=C1)C (tert-butyl 2-{[4-(4,4,5,5-tetramethyl-1,3,2-dioxaborolan-2-yl)phenoxy]methyl}-5-(trifluoromethyl)benzoate). The reagents and catalysts are C=1C=CC(=CC1)/C=C/C(=O)/C=C/C2=CC=CC=C2.C=1C=CC(=CC1)/C=C/C(=O)/C=C/C2=CC=CC=C2.C=1C=CC(=CC1)/C=C/C(=O)/C=C/C2=CC=CC=C2.[Pd].[Pd] (tris(dibenzylideneacetone)dipalladium). Run in O (water), C=1(C(=CC=CC1)CCO)C (toluene-ethanol). Product: OC1=C(C(=O)OC(C)(C)C)C(=CC=C1C(F)(F)F)COC1=CC=C(C=C1)C1=CC=C(C=C1)CS(=O)(=O)NC (tert-Butyl 2-hydroxy-6-{[(4′-{[(methylamino)sulfonyl]methyl}-1,1′-biphenyl-4-yl)oxy]methyl}-3-(trifluoromethyl)benzoate). Yield: 4.0%. Reaction SMILES: C(=O)([O-])[O-:2].[Na+].[Na+].Br[C:8]1[CH:13]=[CH:12][C:11]([CH2:14][S:15]([NH:18][CH3:19])(=[O:17])=[O:16])=[CH:10][CH:9]=1.CC1(C)C(C)(C)OB([C:28]2[CH:52]=[CH:51][C:31]([O:32][CH2:33][C:34]3[CH:46]=[CH:45][C:44]([C:47]([F:50])([F:49])[F:48])=[CH:43][C:35]=3[C:36]([O:38][C:39]([CH3:42])([CH3:41])[CH3:40])=[O:37])=[CH:30][CH:29]=2)O1.C(OCC)(=O)C>C1(C)C(CCO)=CC=CC=1.C1C=CC(/C=C/C(/C=C/C2C=CC=CC=2)=O)=CC=1.C1C=CC(/C=C/C(/C=C/C2C=CC=CC=2)=O)=CC=1.C1C=CC(/C=C/C(/C=C/C2C=CC=CC=2)=O)=CC=1.[Pd].[Pd].O>[OH:2][C:43]1[C:44]([C:47]([F:48])([F:50])[F:49])=[CH:45][CH:46]=[C:34]([CH2:33][O:32][C:31]2[CH:51]=[CH:52][C:28]([C:8]3[CH:13]=[CH:12][C:11]([CH2:14][S:15]([NH:18][CH3:19])(=[O:17])=[O:16])=[CH:10][CH:9]=3)=[CH:29][CH:30]=2)[C:35]=1[C:36]([O:38][C:39]([CH3:42])([CH3:40])[CH3:41])=[O:37] |f:0.1.2,7.8.9.10.11|. Procedure: Tetrakis(triphenylphosphine)palladium (0) (10 mg, 8.9 μmol) and a 2N aqueous sodium carbonate solution (0.33 ml) were added to a solution of 1-(4-bromophenyl)-N-methylmethanesulfonamide (80 mg, 0.30 mmol) obtained in Example (29-1) and tert-butyl 2-{[4-(4,4,5,5-tetramethyl-1,3,2-dioxaborolan-2-yl)phenoxy]methyl}-5-(trifluoromethyl)benzoate (147 mg, 0.30 mmol) obtained in Example (22-4) in a mixture of toluene-ethanol (6:1, 1.2 ml), and the mixture was stirred with heating under reflux for 8 hour... The reactants are [N+](=O)([O-])C=1C=C(C(=O)C2=NC=CC=C2)C=CC1Cl (2-(3-nitro-4-chlorobenzoyl)pyridine), N (ammonia). Run in saturated solution, C(C)O (ethanol). The product is [N+](=O)([O-])C=1C=C(C(=O)C2=NC=CC=C2)C=CC1N (2-(3-nitro-4-aminobenzoyl)pyridine). Reaction SMILES: [N+:1]([C:4]1[CH:5]=[C:6]([CH:15]=[CH:16][C:17]=1Cl)[C:7]([C:9]1[CH:14]=[CH:13][CH:12]=[CH:11][N:10]=1)=[O:8])([O-:3])=[O:2].[NH3:19]>C(O)C>[N+:1]([C:4]1[CH:5]=[C:6]([CH:15]=[CH:16][C:17]=1[NH2:19])[C:7]([C:9]1[CH:14]=[CH:13][CH:12]=[CH:11][N:10]=1)=[O:8])([O-:3])=[O:2]. Procedure details: A suspension of 63 g. (0.24 mol) of 2-(3-nitro-4-chlorobenzoyl)pyridine in 3 liters of a saturated solution of ammonia in ethanol was autoclaved at 100° C. for 24 hrs. The mixture was concentrated in vacuo and the resulting residue dissolved in 1.5 liters of warm 5N hydrochloric acid. The solution was cooled to room temperature and neutralized with concentrated ammonium hydroxide. The resulting yellow product was collected, washed with water and dried to yield 2-(3-nitro-4-aminobenzoyl)pyridine,... Reactants: ClC1=C(C(=CC=C1)Cl)N1N=C2C(C(=NC=C2)NC2=NC=NC(=C2)NC)=C1 (N-[2-(2,6-dichlorophenyl)-2H-pyrazolo[4,3-c]pyridine-4-yl]-N′-methylpyrimidine-4,6-diamine), CCN(C(C)C)C(C)C (DIPEA), ClC1=CC(=NC=N1)NC1=NC=CC=2C1=CN(N2)C2=C(C=CC=C2Cl)Cl ((6-chloropyrimidin-4-yl)-[2-(2,6-dichlorophenyl)-2H-pyrazolo[4,3-c]pyridine-4-yl]amine), FC1CNC1 (3-fluoroazetidine). Product: ClC1=C(C(=CC=C1)Cl)N1N=C2C(C(=NC=C2)NC2=NC=NC(=C2)N2CC(C2)F)=C1 ([2(2,6-Dichlorophenyl)-2H-pyrazolo[4,3-c]pyridine-4-yl]-[6-(3-fluoroazetidin-1-yl)pyrimidin-4-yl]amine). The yield is 93.0%. RXN SMILES: [Cl:1][C:2]1[CH:7]=[CH:6][CH:5]=[C:4]([Cl:8])[C:3]=1[N:9]1[CH:26]=[C:12]2[C:13]([NH:17][C:18]3[CH:23]=[C:22]([NH:24][CH3:25])[N:21]=[CH:20][N:19]=3)=[N:14][CH:15]=[CH:16][C:11]2=[N:10]1.ClC1N=CN=C(NC2C3=CN(C4C(Cl)=CC=CC=4Cl)N=C3C=CN=2)C=1.[F:52][CH:53]1CN[CH2:54]1.CCN(C(C)C)C(C)C>>[Cl:8][C:4]1[CH:5]=[CH:6][CH:7]=[C:2]([Cl:1])[C:3]=1[N:9]1[CH:26]=[C:12]2[C:13]([NH:17][C:18]3[CH:23]=[C:22]([N:24]4[CH2:54][CH:53]([F:52])[CH2:25]4)[N:21]=[CH:20][N:19]=3)=[N:14][CH:15]=[CH:16][C:11]2=[N:10]1. Procedure: Following the procedure described for N-[2-(2,6-dichlorophenyl)-2H-pyrazolo[4,3-c]pyridine-4-yl]-N′-methylpyrimidine-4,6-diamine, (6-chloropyrimidin-4-yl)-[2-(2,6-dichlorophenyl)-2H-pyrazolo[4,3-c]pyridine-4-yl]amine and 3-fluoroazetidine with added DIPEA (103 μL, 0.6 mmol) were reacted to afford the title compound as a yellow solid (81 mg, 93% yield). 1H NMR (400 MHz, DMSO-d6): δ 10.28 (br s, 1H), 9.14 (s, 1H), 8.29 (s, 1H), 7.94 (s, 1H), 7.80 (d, J=8.1 Hz, 2H), 7.70 (dd, J=9.1, 7.3 Hz, 2H), 7....